This data is from the Open Reaction Database (ORD), a public repository of structured organic reaction records. The task is: describe an organic reaction: reactants, conditions, products, and yield The reactants are CC(C)N, COc1ccc(CCCCBr)cc1. Yields the product COc1ccc(CCCCNC(C)C)cc1. RXN SMILES: [CH3:14][CH:15]([CH3:16])[NH2:17].[CH3:1][O:2][c:3]1[cH:4][cH:5][c:6]([CH2:9][CH2:10][CH2:11][CH2:12][Br:13])[cH:7][cH:8]1>>[CH3:1][O:2][c:3]1[cH:4][cH:5][c:6]([CH2:9][CH2:10][CH2:11][CH2:12][NH:17][CH:15]([CH3:14])[CH3:16])[cH:7][cH:8]1. Reactants: CC(=O)[O-], CO, [Cl-], O=C1CN=C(c2ccccc2)c2cc([N+](=O)[O-])ccc2N1, N, [Na+], C1CCOC1, O, O, O, O, O. Product: O=C1CN=C(c2ccccc2)c2cc(NO)ccc2N1. As a reaction SMILES: [C:28]([O-:29])(=[O:30])[CH3:31].[CH3:39][OH:40].[Cl-:24].[N+:1](=[O:2])([O-:3])[c:4]1[cH:5][cH:6][c:7]2[c:8]([cH:21]1)[C:9]([c:15]1[cH:16][cH:17][cH:18][cH:19][cH:20]1)=[N:10][CH2:11][C:12](=[O:14])[NH:13]2.[NH3:33].[Na+:32].[O:34]1[CH2:35][CH2:36][CH2:37][CH2:38]1.[OH2:22].[OH2:23].[OH2:25].[OH2:26].[OH2:27]>>[NH:1]([OH:2])[c:4]1[cH:5][cH:6][c:7]2[c:8]([cH:21]1)[C:9]([c:15]1[cH:16][cH:17][cH:18][cH:19][cH:20]1)=[N:10][CH2:11][C:12](=[O:14])[NH:13]2. Yields the product COc1ccc(Oc2c(C)cc(-n3ncc(=O)[nH]c3=O)cc2Cl)cc1C(=O)c1ccc(F)cc1. RXN SMILES: [Cl:1][c:2]1[cH:3][c:4](-[n:18]2[n:19][cH:20][c:21](=[O:25])[nH:22][c:23]2=[O:24])[cH:5][c:6]([CH3:17])[c:7]1[O:8][c:9]1[cH:10][cH:11][c:12]([O:15][CH3:16])[cH:13][cH:14]1.[F:26][c:27]1[cH:28][cH:29][c:30]([C:31](=[O:32])[OH:33])[cH:34][cH:35]1.[OH2:36]>>[Cl:1][c:2]1[cH:3][c:4](-[n:18]2[n:19][cH:20][c:21](=[O:25])[nH:22][c:23]2=[O:24])[cH:5][c:6]([CH3:17])[c:7]1[O:8][c:9]1[cH:10][c:11]([C:31]([c:30]2[cH:29][cH:28][c:27]([F:26])[cH:35][cH:34]2)=[O:32])[c:12]([O:15][CH3:16])[cH:13][cH:14]1. The reactants are COc1ccc(Oc2c(C)cc(-n3ncc(=O)[nH]c3=O)cc2Cl)cc1, O=C(O)c1ccc(F)cc1, O. Solvent: C(Cl)(Cl)Cl (chloroform). Reported procedure: A mixture of ethyl 2-[2-(N-benzylcarbamoyl)-anilino]acetate (1.5 g) and N,N'-thiocarbonyldiimidazole (2.85 g) was stirred at 120° C. for 30 minutes. After cooling, the reaction mixture was diluted with chloroform and chromatographed on silica gel. Elution with chloroform gave ethyl 2-(3-benzyl-1,2,3,4-tetrahydro-4-oxo-2-thioxoquinazolin-1-yl)acetate. A mixture of ethyl 2-(3-benzyl-1,2,3,4-tetrahydro-4-oxo-2-thioxoquinazolin-1-yl)acetate and 1N sodium hydroxide (2 ml) in methanol (10 ml) was stir... The product is C(C1=CC=CC=C1)N1C(N(C2=CC=CC=C2C1=O)CC(=O)OCC)=S (ethyl 2-(3-benzyl-1,2,3,4-tetrahydro-4-oxo-2-thioxoquinazolin-1-yl)acetate). Reaction conditions: temperature 120 celsius, time 30 minute. Reaction SMILES: [CH2:1]([NH:8][C:9]([C:11]1[CH:23]=[CH:22][CH:21]=[CH:20][C:12]=1[NH:13][CH2:14][C:15]([O:17][CH2:18][CH3:19])=[O:16])=[O:10])[C:2]1[CH:7]=[CH:6][CH:5]=[CH:4][CH:3]=1.C1N=CN([C:29](N2C=NC=C2)=[S:30])C=1>C(Cl)(Cl)Cl>[CH2:1]([N:8]1[C:9](=[O:10])[C:11]2[C:12](=[CH:20][CH:21]=[CH:22][CH:23]=2)[N:13]([CH2:14][C:15]([O:17][CH2:18][CH3:19])=[O:16])[C:29]1=[S:30])[C:2]1[CH:3]=[CH:4][CH:5]=[CH:6][CH:7]=1. The reactants are C(C1=CC=CC=C1)NC(=O)C1=C(NCC(=O)OCC)C=CC=C1 (ethyl 2-[2-(N-benzylcarbamoyl)-anilino]acetate), C1=CN(C=N1)C(=S)N2C=CN=C2 (N,N'-thiocarbonyldiimidazole). The reactants are C(C)N(C1=C(C=CC(=C1)OC)[C@H]1CC=2C=CC(=CC2CC1)OC(C(C)(C)C)=O)C(C1=CC(=C(C=C1)O)F)=O (pivalic acid (R)-6-{2-[ethyl(3-fluoro-4-hydroxybenzoyl)amino]-4-methoxyphenyl}-5,6,7,8-tetrahydronaphthalen-2-yl ester), ClCC(=O)N(CC1CCOCC1)C (2-chloro-N-methyl-N-(tetrahydropyran-4-ylmethyl)acetamide). Yields the product C(C)N(C1=C(C=CC(=C1)OC)[C@H]1CC=2C=CC(=CC2CC1)O)CC1=CC(=C(C=C1)OCCN(CC1CCOCC1)C)F ((R)-6-{2-{Ethyl{3-fluoro-4-{2-[methyl(tetrahydropyran-4-ylmethyl)amino]ethoxy}benzyl}amino}-4-methoxyphenyl}-5,6,7,8-tetrahydronaphthalen-2-ol). Isolated yield 57.1%. As a reaction SMILES: [CH2:1]([N:3]([C:29](=O)[C:30]1[CH:35]=[CH:34][C:33]([OH:36])=[C:32]([F:37])[CH:31]=1)[C:4]1[CH:9]=[C:8]([O:10][CH3:11])[CH:7]=[CH:6][C:5]=1[C@@H:12]1[CH2:21][CH2:20][C:19]2[CH:18]=[C:17]([O:22]C(=O)C(C)(C)C)[CH:16]=[CH:15][C:14]=2[CH2:13]1)[CH3:2].Cl[CH2:40][C:41]([N:43]([CH3:51])[CH2:44][CH:45]1[CH2:50][CH2:49][O:48][CH2:47][CH2:46]1)=O>>[CH2:1]([N:3]([CH2:29][C:30]1[CH:35]=[CH:34][C:33]([O:36][CH2:40][CH2:41][N:43]([CH3:51])[CH2:44][CH:45]2[CH2:50][CH2:49][O:48][CH2:47][CH2:46]2)=[C:32]([F:37])[CH:31]=1)[C:4]1[CH:9]=[C:8]([O:10][CH3:11])[CH:7]=[CH:6][C:5]=1[C@@H:12]1[CH2:21][CH2:20][C:19]2[CH:18]=[C:17]([OH:22])[CH:16]=[CH:15][C:14]=2[CH2:13]1)[CH3:2]. Procedure details: Synthesized from pivalic acid (R)-6-{2-[ethyl(3-fluoro-4-hydroxybenzoyl)amino]-4-methoxyphenyl}-5,6,7,8-tetrahydronaphthalen-2-yl ester (15 mg) and 2-chloro-N-methyl-N-(tetrahydropyran-4-ylmethyl)acetamide (12 mg) according to an analogous synthetic method to Example 404 and purified by LC-MS, the title compound (9.5 mg) was obtained. Reported procedure: A mixture of 4-chloro-2-methyl-6-phenylpyrrolo[3,2-d]pyrimidine (Example 1(e)) (230 mg, 0.94 mmol), 2-methylpyrrolidine (Alfa) (799 mg, 9.4 mmol), K2CO3 (650 mg, 4.7 mmol) in H2O (1.5 mL) was stirred at 105° C. for 20 h. Upon cooling to room temperature, the reaction mixture was diluted with H2O (20 mL) and extracted with EtOAc (3×15 mL). The organic phase was washed with H2O (20 mL), saturated NaCl (20 mL), dried over Na2SO4, and concentrated with a rotary evaporator. Chromatography on silica g... Reaction SMILES: Cl[C:2]1[N:7]=[C:6]([CH3:8])[NH:5][C:4]2=[CH:9][C:10]([C:12]3[CH:17]=[CH:16][CH:15]=[CH:14][CH:13]=3)=[N:11][C:3]=12.[CH3:18][CH:19]1[CH2:23][CH2:22][CH2:21][NH:20]1.C([O-])([O-])=O.[K+].[K+]>O>[CH3:8][C:6]1[NH:5][C:4]2=[CH:9][C:10]([C:12]3[CH:17]=[CH:16][CH:15]=[CH:14][CH:13]=3)=[N:11][C:3]2=[C:2]([N:20]2[CH2:21][CH2:22][CH2:23][CH:19]2[CH3:18])[N:7]=1 |f:2.3.4|. Solvent: O (H2O), O (H2O). Run at temperature 105 celsius, time 20 hour. Reactants: ClC1=C2C(NC(=N1)C)=CC(=N2)C2=CC=CC=C2 (4-chloro-2-methyl-6-phenylpyrrolo[3,2-d]pyrimidine), CC1NCCC1 (2-methylpyrrolidine), C(=O)([O-])[O-].[K+].[K+] (K2CO3). The product is CC1=NC(=C2C(N1)=CC(=N2)C2=CC=CC=C2)N2C(CCC2)C (2-Methyl-4-(2-methylpyrrolidin-1-yl)-6-phenylpyrrolo[3,2-d]pyrimidine). Isolated yield 91.0%.